Dataset: the Open Reaction Database (ORD), a public repository of structured organic reaction records. Task: describe an organic reaction: reactants, conditions, products, and yield The reactants are CC(=O)OC(C)=O, CC(=O)O, CC12CC(O)C3(F)C(CCC4=CC(=O)C=CC43C)C1CCC2=O, Cc1ccc(S(=O)(=O)O)cc1. Yields the product CC(=O)OC1CC2(C)C(=O)CCC2C2CCC3=CC(=O)C=CC3(C)C12F. As a reaction SMILES: [CH3:24][C:25](=[O:26])[O:27][C:28](=[O:29])[CH3:30].[CH3:42][C:43](=[O:44])[OH:45].[F:1][C:2]12[C:3]3([CH3:23])[CH:4]=[CH:5][C:6](=[O:22])[CH:7]=[C:8]3[CH2:9][CH2:10][CH:11]1[CH:12]1[CH2:13][CH2:14][C:15](=[O:21])[C:16]1([CH3:17])[CH2:18][CH:19]2[OH:20].[c:31]1([CH3:32])[cH:33][cH:34][c:35]([S:36]([OH:37])(=[O:38])=[O:39])[cH:40][cH:41]1>>[F:1][C:2]12[C:3]3([CH3:23])[CH:4]=[CH:5][C:6](=[O:22])[CH:7]=[C:8]3[CH2:9][CH2:10][CH:11]1[CH:12]1[CH2:13][CH2:14][C:15](=[O:21])[C:16]1([CH3:17])[CH2:18][CH:19]2[O:20][C:25]([CH3:24])=[O:26]. Starting materials: C(C)(C)(C)OC(=O)N(C)[C@H]1CN(CC1)S(=O)(=O)C=1C=2C(=CN=CC2C=CC1)Br ((R)-3-[N-(tert-Butoxycarbonyl)-N-methylamino]-1-(4-bromo-5-isoquinolinesulfonyl)pyrrolidine), C(C)(C)(C)OC(=O)N(C)[C@H]1CN(CC1)S(=O)(=O)C=1C=2C(=CN=CC2C=CC1)Br ((R)-3-[N-(tert-Butoxycarbonyl)-N-methylamino]-1-(4-bromo-5-isoquinolinesulfonyl)pyrrolidine), C(C)(C)(C)OC(=O)N(C)[C@H]1CNCC1 ((R)-3-[N-(tert-butoxycarbonyl)-N-methylamino]pyrrolidine). Product: C(C1=CC=CC=C1)N1C[C@@H](CC1)NC ((R)-1-benzyl-3-(methylamino)pyrrolidine). Reaction SMILES: C(OC(N([C@@H]1CCN(S([C:18]2[C:19]3[C:20](Br)=[CH:21][N:22]=[CH:23][C:24]=3[CH:25]=[CH:26][CH:27]=2)(=O)=O)C1)C)=O)(C)(C)C.C(O[C:34]([N:36]([C@@H:38]1CCN[CH2:39]1)C)=O)(C)(C)C>>[CH2:23]([N:22]1[CH2:21][CH2:20][C@@H:38]([NH:36][CH3:34])[CH2:39]1)[C:24]1[CH:19]=[CH:18][CH:27]=[CH:26][CH:25]=1. Reported procedure: (R)-3-[N-(tert-Butoxycarbonyl)-N-methylamino]-1-(4-bromo-5-isoquinolinesulfonyl)pyrrolidine (Intermediate 20b) can be prepared by using (R)-3-[N-(tert-butoxycarbonyl)-N-methylamino]pyrrolidine obtained from (R)-1-benzyl-3-(methylamino)pyrrolidine (Tokyo Kasei Kogyo) instead of (S)-3-[N-(tert-butoxycarbonyl)-N-methylamino]pyrrolidine according to the method described in a known literature (Barlocco et al., Tetrahedron, 1995, 51, 11547) in Example 1-3, Step A, and used in the method of Example 1-3... Starting materials: CC(C)Oc1ccccc1N, CC(=O)[O-], CC(=O)CC(C)=O, CCO, [K+], O=N[O-], [Na+], O, O=[N+]([O-])O, O=P(O)(O)O. Yields the product CC(=O)C(=NNc1ccccc1OC(C)C)C(C)=O. RXN SMILES: [CH3:1][CH:2]([CH3:3])[O:4][c:5]1[c:6]([NH2:7])[cH:8][cH:9][cH:10][cH:11]1.[CH3:26][C:27](=[O:28])[O-:29].[CH3:30][C:31](=[O:32])[CH2:33][C:34]([CH3:35])=[O:36].[CH3:38][CH2:39][OH:40].[K+:25].[N:21]([O-:22])=[O:23].[Na+:24].[OH2:37].[OH:17][N+:18](=[O:19])[O-:20].[P:12](=[O:13])([OH:14])([OH:15])[OH:16]>>[CH3:1][CH:2]([CH3:3])[O:4][c:5]1[c:6]([NH:7][N:21]=[C:33]([C:31]([CH3:30])=[O:32])[C:34]([CH3:35])=[O:36])[cH:8][cH:9][cH:10][cH:11]1. Starting materials: CNC(=O)c1c(-c2ccc(Oc3ccc(F)cc3)cc2)oc2cc(NS(C)(=O)=O)c(C3CC3)cc12, ICC1COC1, [K+], [K+], O=C([O-])[O-], CN(C)C=O. The product is CNC(=O)c1c(-c2ccc(Oc3ccc(F)cc3)cc2)oc2cc(N(CC3COC3)S(C)(=O)=O)c(C3CC3)cc12. RXN SMILES: [CH3:1][NH:2][C:3](=[O:4])[c:5]1[c:6](-[c:22]2[cH:23][cH:24][c:25]([O:28][c:29]3[cH:30][cH:31][c:32]([F:35])[cH:33][cH:34]3)[cH:26][cH:27]2)[o:7][c:8]2[c:9]1[cH:10][c:11]([CH:19]1[CH2:20][CH2:21]1)[c:12]([NH:14][S:15](=[O:16])(=[O:17])[CH3:18])[cH:13]2.[I:36][CH2:37][CH:38]1[CH2:39][O:40][CH2:41]1.[K+:42].[K+:43].[O-:44][C:45]([O-:46])=[O:47].[O:48]=[CH:49][N:50]([CH3:51])[CH3:52]>>[CH3:1][NH:2][C:3](=[O:4])[c:5]1[c:6](-[c:22]2[cH:23][cH:24][c:25]([O:28][c:29]3[cH:30][cH:31][c:32]([F:35])[cH:33][cH:34]3)[cH:26][cH:27]2)[o:7][c:8]2[c:9]1[cH:10][c:11]([CH:19]1[CH2:20][CH2:21]1)[c:12]([N:14]([S:15](=[O:16])(=[O:17])[CH3:18])[CH2:37][CH:38]1[CH2:39][O:40][CH2:41]1)[cH:13]2. Starting materials: C1(=CC=CC=C1)C1=NOC(=C1)CN1CCC(CC1)CN (1-{1-[(3-phenyl-5-isoxazolyl)methyl]-4-piperidinyl}methanamine), ClC(=O)OCC (Ethyl chloroformate), ClC1=C(C=C(C(=O)O)C=C1)O (4-chloro-3-hydroxybenzoic acid), CN1CCOCC1 (4-methylmorpholine). The solvent is C(C)(=O)OCC (ethyl acetate), ClCCl (dichloromethane). Run at time 2 hour. Yields the product N (ammonia), C(OC1=C(C=CC(=C1)C(=O)NCC1CCN(CC1)CC1=CC(=NO1)C1=CC=CC=C1)Cl)(OCC)=O (2-chloro-5-{[({1-[(3-phenyl-5-isoxazolyl)methyl]-4-piperidinyl}methyl)amino]carbonyl}phenyl Ethyl Carbonate). Reaction SMILES: Cl[C:2]([O:4][CH2:5][CH3:6])=[O:3].[Cl:7][C:8]1[CH:16]=[CH:15][C:11]([C:12]([OH:14])=O)=[CH:10][C:9]=1[OH:17].C[N:19]1CCOCC1.[C:25]1([C:31]2[CH:35]=[C:34]([CH2:36][N:37]3[CH2:42][CH2:41][CH:40]([CH2:43][NH2:44])[CH2:39][CH2:38]3)[O:33][N:32]=2)[CH:30]=[CH:29][CH:28]=[CH:27][CH:26]=1>ClCCl.C(OCC)(=O)C>[NH3:19].[C:2](=[O:3])([O:4][CH2:5][CH3:6])[O:17][C:9]1[CH:10]=[C:11]([C:12]([NH:44][CH2:43][CH:40]2[CH2:39][CH2:38][N:37]([CH2:36][C:34]3[O:33][N:32]=[C:31]([C:25]4[CH:30]=[CH:29][CH:28]=[CH:27][CH:26]=4)[CH:35]=3)[CH2:42][CH2:41]2)=[O:14])[CH:15]=[CH:16][C:8]=1[Cl:7]. Procedure: Ethyl chloroformate (0.029 mL) was added to a 0° C. solution of 4-chloro-3-hydroxybenzoic acid (50 mg) and 4-methylmorpholine (0.092 L) in dichloromethane (2 mL). The reaction was stirred for two hours and then was treated with the compound prepared in Example 9 (79 mg). The reaction was stirred overnight, then diluted with ethyl acetate and washed twice with a saturated aqueous sodium bicarbonate solution. The organic phase was dried over anhydrous magnesium sulfate and concentrated. The residu... Reactants: COS(=O)(=O)OC, CN(C)C=O, CC(C)OC(=O)c1cc(-n2c(=O)cc(C(F)(F)C(F)(F)F)[nH]c2=O)c(F)cc1Cl, [H-], [Na+], O. Yields the product COc1nc(C(F)(F)C(F)(F)F)cc(=O)n1-c1cc(C(=O)OC(C)C)c(Cl)cc1F. As a reaction SMILES: [CH3:32][O:33][S:34]([O:35][CH3:36])(=[O:37])=[O:38].[CH3:40][N:41]([CH3:42])[CH:43]=[O:44].[Cl:1][c:2]1[c:3]([C:4](=[O:5])[O:6][CH:7]([CH3:8])[CH3:9])[cH:10][c:11](-[n:15]2[c:16](=[O:29])[nH:17][c:18]([C:22]([C:23]([F:24])([F:25])[F:26])([F:27])[F:28])[cH:19][c:20]2=[O:21])[c:12]([F:14])[cH:13]1.[H-:30].[Na+:31].[OH2:39]>>[Cl:1][c:2]1[c:3]([C:4](=[O:5])[O:6][CH:7]([CH3:8])[CH3:9])[cH:10][c:11](-[n:15]2[c:16]([O:29][CH3:32])[n:17][c:18]([C:22]([C:23]([F:24])([F:25])[F:26])([F:27])[F:28])[cH:19][c:20]2=[O:21])[c:12]([F:14])[cH:13]1. The product is C1(=CC=CC=C1)SC(CCl)S(=O)(=O)C1=CC(=CC=C1)[N+](=O)[O-] (2-CHLORO-1-(m-NITROPHENYLSULFONYL)ETHYL PHENYL SULFIDE). Reported procedure: In a mixture of 50 ml of glacial acetic acid and 100 ml of carbon tetrachloride at 56° was dissolved 30.9 g (0.145 mole) of m-nitrophenyl vinyl sulfone. Addition of 21.0 g (0.145 mole) of benzenesulfenyl chloride produced an exotherm to 58°. The clear solution was allowed to stand for seventy hours. Removal of the solvent by evaporation at reduced pressure and recrystallization of the residue from toluene gave yellow needles, m.p. 125.5°-126.5°. The reactants are C(=C)S(=O)(=O)C1=CC(=CC=C1)[N+](=O)[O-] (m-nitrophenyl vinyl sulfone), C(Cl)(Cl)(Cl)Cl (carbon tetrachloride), C1(=CC=CC=C1)SCl (benzenesulfenyl chloride). Run in C(C)(=O)O (acetic acid). Reaction SMILES: [CH:1]([S:3]([C:6]1[CH:11]=[CH:10][CH:9]=[C:8]([N+:12]([O-:14])=[O:13])[CH:7]=1)(=[O:5])=[O:4])=[CH2:2].[C:15]1([S:21]Cl)[CH:20]=[CH:19][CH:18]=[CH:17][CH:16]=1.C(Cl)(Cl)(Cl)[Cl:24]>C(O)(=O)C>[C:15]1([S:21][CH:1]([S:3]([C:6]2[CH:11]=[CH:10][CH:9]=[C:8]([N+:12]([O-:14])=[O:13])[CH:7]=2)(=[O:4])=[O:5])[CH2:2][Cl:24])[CH:20]=[CH:19][CH:18]=[CH:17][CH:16]=1. The reactants are [H-].[Na+] (sodium hydride), C(CCCCCCCCCCC)Br (lauryl bromide), CC1COCC(N1)=O (5-methyl-3-morpholinone). Solvent: C1(=CC=CC=C1)C (toluene), C1(=CC=CC=C1)C (toluene). The product is C(CCCCCCCCCCC)N1C(COCC1C)=O (4-(n-dodecyl)-5-methyl-3-morpholinone). Isolated yield 71.1%. As a reaction SMILES: [H-].[Na+].[CH3:3][CH:4]1[NH:9][C:8](=[O:10])[CH2:7][O:6][CH2:5]1.[CH2:11](Br)[CH2:12][CH2:13][CH2:14][CH2:15][CH2:16][CH2:17][CH2:18][CH2:19][CH2:20][CH2:21][CH3:22]>C1(C)C=CC=CC=1>[CH2:22]([N:9]1[CH:4]([CH3:3])[CH2:5][O:6][CH2:7][C:8]1=[O:10])[CH2:21][CH2:20][CH2:19][CH2:18][CH2:17][CH2:16][CH2:15][CH2:14][CH2:13][CH2:12][CH3:11] |f:0.1|. Procedure details: A mixture of 3.00 g of 60% sodium hydride and 100 ml of benzene was incorporated dropwise with a solution of 3.00 g of L-2-amino-1-propanol in 10 ml of benzene, thereafter agitated at room temperature for a whole day, freed from the solvent by distillation off at reduced pressure to obtain a residue which was dissolved in ethyl acetate and subjected to column chromatography thereby to obtain 3.25 g of 5-methyl-3-morpholinone. A mixture of 1.24 g of 60% sodium hydride and 100 ml of toluene was in...